Dataset: the Open Reaction Database (ORD), a public repository of structured organic reaction records. Task: describe an organic reaction: reactants, conditions, products, and yield The yield is 87.0%. Run at time 15 minute. Reactants: CO.CN (methylamine methanol), C1(=CC=CC=C1)C=1C(=CN(C1C1=CC=CC=C1)S(=O)(=O)C1=CC=CC=C1)C=O (4,5-Diphenyl-1-(phenylsulfonyl)-1H-pyrrole-3-carbaldehyde), [BH4-].[Na+] (sodium borohydride). Solvent: O1CCCC1 (tetrahydrofuran), CO (methanol). Yields the product C1(=CC=CC=C1)C=1C(=CN(C1C1=CC=CC=C1)S(=O)(=O)C1=CC=CC=C1)CNC (1-[4,5-Diphenyl-1-(phenylsulfonyl)-1H-pyrrol-3-yl]-N-methylmethanamine). Reported procedure: 4,5-Diphenyl-1-(phenylsulfonyl)-1H-pyrrole-3-carbaldehyde (202 mg) was dissolved in methanol (2 mL) and tetrahydrofuran (2 mL), 40% methylamine methanol solution (0.5 mL) was added at room temperature, and the mixture was stirred for 15 min. To the reaction mixture was added sodium borohydride (22 mg) at room temperature, and the mixture stirred for 1 hr. The reaction mixture was concentrated under reduced pressure, to the residue was added saturated aqueous sodium hydrogencarbonate solution, an... Reaction SMILES: [C:1]1([C:7]2[C:8]([CH:27]=O)=[CH:9][N:10]([S:18]([C:21]3[CH:26]=[CH:25][CH:24]=[CH:23][CH:22]=3)(=[O:20])=[O:19])[C:11]=2[C:12]2[CH:17]=[CH:16][CH:15]=[CH:14][CH:13]=2)[CH:6]=[CH:5][CH:4]=[CH:3][CH:2]=1.CO.[CH3:31][NH2:32].[BH4-].[Na+]>CO.O1CCCC1>[C:1]1([C:7]2[C:8]([CH2:27][NH:32][CH3:31])=[CH:9][N:10]([S:18]([C:21]3[CH:26]=[CH:25][CH:24]=[CH:23][CH:22]=3)(=[O:20])=[O:19])[C:11]=2[C:12]2[CH:17]=[CH:16][CH:15]=[CH:14][CH:13]=2)[CH:6]=[CH:5][CH:4]=[CH:3][CH:2]=1 |f:1.2,3.4|.